This data is from the Open Reaction Database (ORD), a public repository of structured organic reaction records. The task is: describe an organic reaction: reactants, conditions, products, and yield Run at time 16 hour. Reaction SMILES: [CH3:1][N:2]([CH2:10][C:11]#[CH:12])[C:3]1[S:4][CH:5]=[C:6]([CH2:8][OH:9])[N:7]=1>C(Cl)Cl.[O-2].[O-2].[Mn+4]>[CH3:1][N:2]([CH2:10][C:11]#[CH:12])[C:3]1[S:4][CH:5]=[C:6]([CH:8]=[O:9])[N:7]=1 |f:2.3.4|. Isolated yield 59.4%. Product: CN(C=1SC=C(N1)C=O)CC#C (2-(N-methyl-2-propynylamino)-4-formylthiazole). The reagents and catalysts are [O-2].[O-2].[Mn+4] (manganese dioxide). Reactants: chloroform-ether, CN(C=1SC=C(N1)CO)CC#C (2-(N-methyl-2-propynylamino)-4-hydroxymethylthiazole). Solvent: C(Cl)Cl (methylene chloride). Procedure: 2-(N-Methyl-2-propynylamino)-4-hydroxymethylthiazole (i) (4.36 g) was dissolved in methylene chloride (20 ml) and manganese dioxide (10 g) was added thereto. The mixture was stirred at room temperature for 16 hours and filtered off. The filtrate was evaporated and the residue was applied to column chromatography on silica gel (50 g) to give 2-(N-methyl-2-propynylamino)-4-formylthiazole (j) (2.56 g, yield 59%) from chloroform-ether (3:1) eluate as an oil. Reactants: COC=1C=C(C=C(C1)OC)O (3,5-dimethoxyphenol), BrCC(=O)C1=CC=C(C=C1)F (2-bromo-1-(4-fluorophenyl)ethanone). The product is FC1=CC=C(C=C1)C1=COC=2C1=C(C=C(C2)O)O (3-(4-fluorophenyl)benzofuran-4,6-diol). Isolated yield 27.0%. RXN SMILES: C[O:2][C:3]1[CH:4]=[C:5]([OH:11])[CH:6]=[C:7]([O:9][CH3:10])[CH:8]=1.BrC[C:14]([C:16]1[CH:21]=[CH:20][C:19]([F:22])=[CH:18][CH:17]=1)=O>>[F:22][C:19]1[CH:20]=[CH:21][C:16]([C:14]2[C:6]3=[C:5]([OH:11])[CH:4]=[C:3]([OH:2])[CH:8]=[C:7]3[O:9][CH:10]=2)=[CH:17][CH:18]=1. Procedure details: This compound was prepared using Method B from 3,5-dimethoxyphenol and 2-bromo-1-(4-fluorophenyl)ethanone: Yield 27% following procedures B.2, B.3 and B.5; m.p. 125° C. (dec.); IR 3508, 1612, 1508, 1455, 1240, 1121, 1090, 1048 cm−1; 1H-NMR (500 MHz, δ ppm, DMSO-d6) 9.84 (s, 1H), 9.36 (s, 1H), 7.77 (s, 1H), 7.70 (dd, J=8.1 Hz, 5.9 Hz, 2H), 7.20 (t, J=8.8 Hz, 2H), 6.41 (s, 1H), 6.25 (s, 1H); 13C NMR (126 MHz, δ ppm, CD3OD) 163.7 (d, J=243.9 Hz), 160.2, 157.7, 153.6, 140.4, 132.0 (d, J=7.9 Hz), 130... Reactants: BrC=1C=C2CCCN(C2=NC1C(OC)OC)C(=O)NC1=NC=C(C(=C1)NCCOC)C#N (6-bromo-N-(5-cyano-4-((2-methoxyethyl)amino)pyridin-2-yl)-7-(dimethoxymethyl)-3,4-dihydro-1,8-naphthyridine-1(2H)-carboxamide), BrC=1C=C2CCCN(C2=NC1C(OC)OC)C(=O)NC1=NC=C(C(=C1)NCCOC)C#N (6-bromo-N-(5-cyano-4-((2-methoxyethyl)amino)pyridin-2-yl)-7-(dimethoxymethyl)-3,4-dihydro-1,8-naphthyridine-1(2H)-carboxamide), CN1N=CC=C1B(O)O (1-methylpyrazole-5-boronic acid), C(=O)([O-])[O-].[Na+].[Na+] (Na2CO3), CN1N=CC=C1B(O)O (1-methylpyrazole-5-boronic acid). The reagents and catalysts are C1=CC=C(C=C1)P([C-]2C=CC=C2)C3=CC=CC=C3.C1=CC=C(C=C1)P([C-]2C=CC=C2)C3=CC=CC=C3.Cl[Pd]Cl.[Fe+2] (PdCl2(dppf)), C1=CC=C(C=C1)P([C-]2C=CC=C2)C3=CC=CC=C3.C1=CC=C(C=C1)P([C-]2C=CC=C2)C3=CC=CC=C3.Cl[Pd]Cl.[Fe+2] (PdCl2(dppf)). The solvent is COCCOC (DME), C(Cl)Cl (DCM), O (water). Reaction conditions: temperature 120 celsius, time 15 minute. Product: C(#N)C=1C(=CC(=NC1)NC(=O)N1CCCC2=CC(=C(N=C12)C(OC)OC)C1=CC=NN1C)NCCOC (N-(5-cyano-4-((2-methoxyethyl)amino)pyridin-2-yl)-7-(dimethoxymethyl)-6-(1-methyl-1H-pyrazol-5-yl)-3,4-dihydro-1,8-naphthyridine-1(2H)-carboxamide). As a reaction SMILES: Br[C:2]1[CH:3]=[C:4]2[C:9](=[N:10][C:11]=1[CH:12]([O:15][CH3:16])[O:13][CH3:14])[N:8]([C:17]([NH:19][C:20]1[CH:25]=[C:24]([NH:26][CH2:27][CH2:28][O:29][CH3:30])[C:23]([C:31]#[N:32])=[CH:22][N:21]=1)=[O:18])[CH2:7][CH2:6][CH2:5]2.[CH3:33][N:34]1[C:38](B(O)O)=[CH:37][CH:36]=[N:35]1.C([O-])([O-])=O.[Na+].[Na+]>COCCOC.C(Cl)Cl.O.C1C=CC(P(C2C=CC=CC=2)[C-]2C=CC=C2)=CC=1.C1C=CC(P(C2C=CC=CC=2)[C-]2C=CC=C2)=CC=1.Cl[Pd]Cl.[Fe+2]>[C:31]([C:23]1[C:24]([NH:26][CH2:27][CH2:28][O:29][CH3:30])=[CH:25][C:20]([NH:19][C:17]([N:8]2[C:9]3[C:4](=[CH:3][C:2]([C:38]4[N:34]([CH3:33])[N:35]=[CH:36][CH:37]=4)=[C:11]([CH:12]([O:15][CH3:16])[O:13][CH3:14])[N:10]=3)[CH2:5][CH2:6][CH2:7]2)=[O:18])=[N:21][CH:22]=1)#[N:32] |f:2.3.4,8.9.10.11|. Procedure: A suspension of 6-bromo-N-(5-cyano-4-((2-methoxyethyl)amino)pyridin-2-yl)-7-(dimethoxymethyl)-3,4-dihydro-1,8-naphthyridine-1(2H)-carboxamide (intermediate 315, 50.9 mg, 0.101 mmol), 1-methylpyrazole-5-boronic acid pinacolester (23.9 mg, 0.111 mmol), PdCl2(dppf) (8 mg, 10.93 μmol) and saturated aqueous Na2CO3 (160 μl) in DME (480 μl) was sealed in a vial and purged with argon. Then reaction mixture was stirred at 120° C. for 15 min in a microwave. Additional 1-methylpyrazole-5-boronic acid pinac... Starting materials: C(C1=CC=CC=C1)OC1=C(C=CC(=C1)[N+](=O)[O-])[O-].[K+] (potassium 2-(benzyloxy)-4-nitrophenolate), S(=O)(=O)(OC[C@H]1CO1)C1=CC=C(C)C=C1 ((R)-glycidyl tosylate), CN(C)C=O (DMF). Solvent: O (water). Run at temperature 65 celsius, time 18 hour. Yields the product C(C1=CC=CC=C1)OC1=C(OC[C@@H]2OC2)C=CC(=C1)[N+](=O)[O-] ((2R)-2-{[2-(benzyloxy)-4-nitrophenoxy]methyl}oxirane). The yield is 0.1%. Reaction SMILES: [CH2:1]([O:8][C:9]1[CH:14]=[C:13]([N+:15]([O-:17])=[O:16])[CH:12]=[CH:11][C:10]=1[O-:18])[C:2]1[CH:7]=[CH:6][CH:5]=[CH:4][CH:3]=1.[K+].S(C1C=CC(C)=CC=1)(O[CH2:24][C@@H:25]1[O:27][CH2:26]1)(=O)=O.CN(C=O)C>O>[CH2:1]([O:8][C:9]1[CH:14]=[C:13]([N+:15]([O-:17])=[O:16])[CH:12]=[CH:11][C:10]=1[O:18][CH2:24][C@H:25]1[CH2:26][O:27]1)[C:2]1[CH:3]=[CH:4][CH:5]=[CH:6][CH:7]=1 |f:0.1|. Procedure: A 30 L jacketed reactor is charged with potassium 2-(benzyloxy)-4-nitrophenolate (1.31 kg, 4.62 mol), (R)-glycidyl tosylate (1.13 kg, 4.96 mol) and DMF (6.5 L). The resulting suspension is heated until an internal temperature of 65° C. is obtained, and is then stirred for 18 h. The solution is cooled to 20° C., and then water (2 L) is added over 30 min. The solution is seeded with 2 g of the desired product, and the addition of water is resumed (9 L over 1.25 h). The slurry is stirred for 2.5 h,... Reactants: BrCCOC1CCCCO1, [H-], [Na+], CN(C)C=O, COC(=O)c1cccc2[nH]ccc12. Yields the product COC(=O)c1cccc2c1ccn2CCOC1CCCCO1. RXN SMILES: [Br:16][CH2:17][CH2:18][O:19][CH:20]1[O:21][CH2:22][CH2:23][CH2:24][CH2:25]1.[H-:2].[Na+:1].[O:26]=[CH:27][N:28]([CH3:29])[CH3:30].[nH:3]1[cH:4][cH:5][c:6]2[c:7]([C:12](=[O:13])[O:14][CH3:15])[cH:8][cH:9][cH:10][c:11]12>>[n:3]1([CH2:17][CH2:18][O:19][CH:20]2[O:21][CH2:22][CH2:23][CH2:24][CH2:25]2)[cH:4][cH:5][c:6]2[c:7]([C:12](=[O:13])[O:14][CH3:15])[cH:8][cH:9][cH:10][c:11]12. Reactants: BrC1=CN=C(C=C1C(=O)N)NC(=O)NCC (5-bromo-2-(3-ethylureido)isonicotinamide), NC=1C=C(C(=O)OC)C(=CN1)Br (methyl 2-amino-5-bromoisonicotinate), N(=C=O)C(C)CC (2-isocyanatobutane), N (ammonia). Yields the product BrC1=CN=C(C=C1C(=O)N)NC(=O)NC(C)CC (5-Bromo-2-(3-sec-butylureido)isonicotinamide). As a reaction SMILES: [Br:1][C:2]1[C:7]([C:8]([NH2:10])=[O:9])=[CH:6][C:5]([NH:11][C:12]([NH:14][CH2:15][CH3:16])=[O:13])=[N:4][CH:3]=1.N[C:18]1[CH:19]=C(C(Br)=CN=1)C(OC)=O.N(C(CC)C)=C=O.N>>[Br:1][C:2]1[C:7]([C:8]([NH2:10])=[O:9])=[CH:6][C:5]([NH:11][C:12]([NH:14][CH:15]([CH2:18][CH3:19])[CH3:16])=[O:13])=[N:4][CH:3]=1. Procedure: The compound was synthesized by a method analogous to the synthesis of Intermediate 43 starting with methyl 2-amino-5-bromoisonicotinate, 2-isocyanatobutane and ammonia solution (7N, MeOH). MS (ESP): 303 (M+1) for C10H13BrN4O2